This data is from the Open Reaction Database (ORD), a public repository of structured organic reaction records. The task is: describe an organic reaction: reactants, conditions, products, and yield Reactants: Cl (hydrochloric acid), solution, [OH-].[Na+] (sodium hydroxide), COC(=O)C=1C(=C(N2C=CC(=CC12)Br)C1=CC=CC=C1)CC1=C(C(=CC=C1)F)C (7-Bromo-2-(3-fluoro-2-methyl-benzyl)-3-phenyl-indolizine-1-carboxylic acid methyl ester). Solvent: O1CCOCC1 (1,4-dioxane). Reaction conditions: temperature 90 celsius. The product is BrC=1C=CN2C(=C(C(=C2C1)C(=O)O)CC1=C(C(=CC=C1)F)C)C1=CC=CC=C1 (7-Bromo-2-(3-fluoro-2-methyl-benzyl)-3-phenyl-indolizine-1-carboxylic acid). Reaction SMILES: C[O:2][C:3]([C:5]1[C:6]([CH2:21][C:22]2[CH:27]=[CH:26][CH:25]=[C:24]([F:28])[C:23]=2[CH3:29])=[C:7]([C:15]2[CH:20]=[CH:19][CH:18]=[CH:17][CH:16]=2)[N:8]2[C:13]=1[CH:12]=[C:11]([Br:14])[CH:10]=[CH:9]2)=[O:4].[OH-].[Na+].Cl>O1CCOCC1>[Br:14][C:11]1[CH:10]=[CH:9][N:8]2[C:13]([CH:12]=1)=[C:5]([C:3]([OH:4])=[O:2])[C:6]([CH2:21][C:22]1[CH:27]=[CH:26][CH:25]=[C:24]([F:28])[C:23]=1[CH3:29])=[C:7]2[C:15]1[CH:20]=[CH:19][CH:18]=[CH:17][CH:16]=1 |f:1.2|. Procedure: The compound of step 1 (450 mg, 0.99 mmol) was dissolved in 1,4-dioxane (10 ml) and treated with 10 ml of an aqueous 10 N solution of sodium hydroxide. The mixture was heated to 90° C. for 12 h, cooled to room temperature and neutralized with dilute hydrochloric acid. The aqueous phase was extracted with DCM, and the combined organic phase were dried over sodium sulfate. The crude title product obtained after evaporation was used without purification in the next step. As a reaction SMILES: C([O:3][C:4](=[O:32])/[C:5](/[O:29][CH2:30][CH3:31])=[CH:6]/[C:7]1[CH:12]=[CH:11][C:10]([O:13][CH2:14][C:15]2[N:16]=[C:17]([C:21]3[CH:26]=[CH:25][CH:24]=[CH:23][C:22]=3[CH3:27])[O:18][C:19]=2[CH3:20])=[CH:9][C:8]=1[CH3:28])C.[OH-].[Na+]>C1COCC1.CO>[CH2:30]([O:29]/[C:5](=[CH:6]\[C:7]1[CH:12]=[CH:11][C:10]([O:13][CH2:14][C:15]2[N:16]=[C:17]([C:21]3[CH:26]=[CH:25][CH:24]=[CH:23][C:22]=3[CH3:27])[O:18][C:19]=2[CH3:20])=[CH:9][C:8]=1[CH3:28])/[C:4]([OH:32])=[O:3])[CH3:31] |f:1.2,3.4|. Reaction conditions: time 3 hour. Run in C1CCOC1.CO (THF methanol). Product: C(C)O\C(\C(=O)O)=C/C1=C(C=C(C=C1)OCC=1N=C(OC1C)C1=C(C=CC=C1)C)C ((Z)-2-Ethoxy-3-[2-methyl-4-(5-methyl-2-o-tolyl-oxazol-4-ylmethoxy)-phenyl]-acrylic acid). Reactants: C(C)OC(/C(=C/C1=C(C=C(C=C1)OCC=1N=C(OC1C)C1=C(C=CC=C1)C)C)/OCC)=O ((Z)-2-ethoxy-3-[2-methyl-4-(5-methyl-2-o-tolyl-oxazol-4-ylmethoxy)-phenyl]-acrylic acid ethyl ester), [OH-].[Na+] (NaOH). Reported procedure: To a solution of (Z)-2-ethoxy-3-[2-methyl-4-(5-methyl-2-o-tolyl-oxazol-4-ylmethoxy)-phenyl]-acrylic acid ethyl ester (6.8 g, 15.6 mmol) in THF/methanol 2/1 (102 ml) was added a 3 M aqueous NaOH solution (26 ml, 78 mmol). The reaction mixture was stirred for 3 h at ambient temperature, concentrated under reduced pressure, diluted with ice water and acidified with with 1 M aqueous HCl solution. Twofold extraction with ethyl acetate was followed by washing of the combined extracts with ice water/br... Yield: 99.4%. Starting materials: NC1=NC(=CC(=[N+]1[O-])N)N1CCN(CC1)C (2,4-diamino-6-(4-methyl-1-piperazinyl)pyrimidine-3-oxide), ClS(=O)(=O)O (chlorosulfonic acid), C(C)(C)N(CC)C(C)C (di-isopropylethylamine). Solvent: C(Cl)(Cl)Cl (chloroform). Conditions: time 8 hour. Product: [OH-].NC1=[N+](C(=CC(=N1)N1CCN(CC1)C)N)OS(=O)(=O)O (2,6-diamino-4-(4-methyl-1-piperazinyl)-1-(sulfooxy)pyrimidinium hydroxide). RXN SMILES: [NH2:1][C:2]1[N+:7]([O-:8])=[C:6]([NH2:9])[CH:5]=[C:4]([N:10]2[CH2:15][CH2:14][N:13]([CH3:16])[CH2:12][CH2:11]2)[N:3]=1.Cl[S:18]([OH:21])(=[O:20])=[O:19].C(N(C(C)C)CC)(C)C>C(Cl)(Cl)Cl>[OH-:8].[NH2:1][C:2]1[N:3]=[C:4]([N:10]2[CH2:15][CH2:14][N:13]([CH3:16])[CH2:12][CH2:11]2)[CH:5]=[C:6]([NH2:9])[N+:7]=1[O:8][S:18]([OH:21])(=[O:20])=[O:19] |f:4.5|. Procedure: A mixture of 1.00 grams of 2,4-diamino-6-(4-methyl-1-piperazinyl)pyrimidine-3-oxide, 1.50 grams of chlorosulfonic acid, and 2.5 grams of di-isopropylethylamine in 25 ml of chloroform is stirred overnight. The mixture is concentrated in vacuo. The residue is stirred with aqueous sodium bicarbonate, filtered and washed with ether to give the crude product. This is recrystallized from DMF and ethyl acetate to yield the purified 2,6-diamino-4-(4-methyl-1-piperazinyl)-1-(sulfooxy)pyrimidinium hydroxi... Starting materials: F[B-](F)(F)F, CN1CCOCC1, CN(C)C=O, CO, O=C(O)c1ccc(C(=O)N2CC=CC2)c(Cl)c1, NC(CO)c1nc2cc(Cl)ccc2[nH]1, Cl, ClCCl, CN(C)C(On1nnc2ccccc21)=[N+](C)C. The product is O=C(NC(CO)c1nc2cc(Cl)ccc2[nH]1)c1ccc(C(=O)N2CC=CC2)c(Cl)c1. Reaction SMILES: [B-:18]([F:19])([F:20])([F:21])[F:22].[CH3:40][N:41]1[CH2:42][CH2:43][O:44][CH2:45][CH2:46]1.[CH3:62][N:63]([CH3:64])[CH:65]=[O:66].[CH3:67][OH:68].[Cl:1][c:2]1[cH:3][c:4]([C:5](=[O:6])[OH:7])[cH:8][cH:9][c:10]1[C:11](=[O:12])[N:13]1[CH2:14][CH:15]=[CH:16][CH2:17]1.[Cl:47][c:48]1[cH:49][c:50]2[c:51]([nH:52][c:53]([CH:55]([CH2:56][OH:57])[NH2:58])[n:54]2)[cH:59][cH:60]1.[Cl:61].[Cl:69][CH2:70][Cl:71].[n:23]1([O:24][C:25]([N:26]([CH3:27])[CH3:28])=[N+:29]([CH3:30])[CH3:31])[c:32]2[cH:33][cH:34][cH:35][cH:36][c:37]2[n:38][n:39]1>>[Cl:1][c:2]1[cH:3][c:4]([C:5](=[O:7])[NH:58][CH:55]([c:53]2[nH:52][c:51]3[c:50]([cH:49][c:48]([Cl:47])[cH:60][cH:59]3)[n:54]2)[CH2:56][OH:57])[cH:8][cH:9][c:10]1[C:11](=[O:12])[N:13]1[CH2:14][CH:15]=[CH:16][CH2:17]1.